From a dataset of the Open Reaction Database (ORD), a public repository of structured organic reaction records. describe an organic reaction: reactants, conditions, products, and yield Starting materials: O=C(Br)CBr, CNc1ccc(Cl)cc1Cc1ccccc1, CCOC(C)=O. Product: CN(C(=O)CBr)c1ccc(Cl)cc1Cc1ccccc1. Reaction SMILES: [Br:17][CH2:18][C:19](=[O:20])[Br:21].[CH3:1][NH:2][c:3]1[c:4]([CH2:10][c:11]2[cH:12][cH:13][cH:14][cH:15][cH:16]2)[cH:5][c:6]([Cl:9])[cH:7][cH:8]1.[CH3:22][CH2:23][O:24][C:25](=[O:26])[CH3:27]>>[CH3:1][N:2]([c:3]1[c:4]([CH2:10][c:11]2[cH:12][cH:13][cH:14][cH:15][cH:16]2)[cH:5][c:6]([Cl:9])[cH:7][cH:8]1)[C:19]([CH2:18][Br:17])=[O:20]. The reactants are O=C(Cl)OCc1ccccc1, CN1CCOCC1, NCCc1c[nH]c2ccc(F)cc12, CN(C)C=O, O. The product is O=C(NCCc1c[nH]c2ccc(F)cc12)OCc1ccccc1. As a reaction SMILES: [CH2:21]([c:22]1[cH:23][cH:24][cH:25][cH:26][cH:27]1)[O:28][C:29](=[O:30])[Cl:31].[CH3:14][N:15]1[CH2:16][CH2:17][O:18][CH2:19][CH2:20]1.[F:1][c:2]1[cH:3][cH:4][c:5]2[nH:6][cH:7][c:8]([CH2:9][CH2:10][NH2:11])[c:12]2[cH:13]1.[O:32]=[CH:33][N:34]([CH3:35])[CH3:36].[OH2:37]>>[F:1][c:2]1[cH:3][cH:4][c:5]2[nH:6][cH:7][c:8]([CH2:9][CH2:10][NH:11][C:29]([O:28][CH2:21][c:22]3[cH:23][cH:24][cH:25][cH:26][cH:27]3)=[O:30])[c:12]2[cH:13]1. Starting materials: CC1(OC[C@H](O1)CN1N=C(C=C1)NC([C@H](CC(C)C)N1C(C=C(C1)OC1=C(C=CC=C1)Cl)=O)=O)C ((S)-2-[4-(2-chloro-phenoxy)-2-oxo-2,5-dihydro-pyrrol-1-yl]-4-methyl-pentanoic acid [1-((R)-2,2-dimethyl-[1,3]dioxolan-4-yl-methyl)-1H-pyrazol-3-yl]-amide), Cl (hydrochloric acid), O (Water). Run in CC(C)O (2-propanol). Reaction conditions: temperature 25 celsius, time 2 hour. Yields the product O[C@H](CN1N=C(C=C1)NC([C@H](CC(C)C)N1C(C=C(C1)OC1=C(C=CC=C1)Cl)=O)=O)CO ((S)-2-[4-(2-chloro-phenoxy)-2-oxo-2,5-dihydro-pyrrol-1-yl]-4-methyl-pentanoic acid [1-((R)-2,3-dihydroxy-propyl)-1H-pyrazol-3-yl]-amide). The yield is 96.6%. As a reaction SMILES: CC1(C)[O:6][C@H:5]([CH2:7][N:8]2[CH:12]=[CH:11][C:10]([NH:13][C:14](=[O:34])[C@@H:15]([N:20]3[CH2:24][C:23]([O:25][C:26]4[CH:31]=[CH:30][CH:29]=[CH:28][C:27]=4[Cl:32])=[CH:22][C:21]3=[O:33])[CH2:16][CH:17]([CH3:19])[CH3:18])=[N:9]2)[CH2:4][O:3]1.Cl.O>CC(O)C>[OH:6][C@@H:5]([CH2:4][OH:3])[CH2:7][N:8]1[CH:12]=[CH:11][C:10]([NH:13][C:14](=[O:34])[C@@H:15]([N:20]2[CH2:24][C:23]([O:25][C:26]3[CH:31]=[CH:30][CH:29]=[CH:28][C:27]=3[Cl:32])=[CH:22][C:21]2=[O:33])[CH2:16][CH:17]([CH3:19])[CH3:18])=[N:9]1. Reported procedure: To a solution of (S)-2-[4-(2-chloro-phenoxy)-2-oxo-2,5-dihydro-pyrrol-1-yl]-4-methyl-pentanoic acid [1-((R)-2,2-dimethyl-[1,3]dioxolan-4-yl-methyl)-1H-pyrazol-3-yl]-amide (1.00 g, 1.99 mmol) in 2-propanol (4 mL) was added 2N hydrochloric acid (4.00 mL, 8.00 mmol). The mixture was stirred for 2 h at 25° C. Water (4 mL) was added and the mixture was thoroughly extracted with methyl t-butyl ether (30 mL). The organic layer was separated and washed with 1N sodium hydroxide (20 mL) and then brine (20... Reactants: C(C)C=1SC(=CC1C(=O)OCC)C(CC)(O)CC (ethyl 2-ethyl-5-(1-ethyl-1-hydroxypropyl)thiophene-3-carboxylate), C(C)[SiH](CC)CC (triethylsilane). Solvent: FC(C(=O)O)(F)F (trifluoroacetic acid). Conditions: time 2 hour. Yields the product C(C)C=1SC(=CC1C(=O)OCC)C(CC)CC (ethyl 2-ethyl-5-(1-ethylpropyl)thiophene-3-carboxylate). Isolated yield 65.3%. As a reaction SMILES: [CH2:1]([C:3]1[S:4][C:5]([C:13]([CH2:17][CH3:18])(O)[CH2:14][CH3:15])=[CH:6][C:7]=1[C:8]([O:10][CH2:11][CH3:12])=[O:9])[CH3:2].C([SiH](CC)CC)C>FC(F)(F)C(O)=O>[CH2:1]([C:3]1[S:4][C:5]([CH:13]([CH2:17][CH3:18])[CH2:14][CH3:15])=[CH:6][C:7]=1[C:8]([O:10][CH2:11][CH3:12])=[O:9])[CH3:2]. Procedure details: To a solution of ethyl 2-ethyl-5-(1-ethyl-1-hydroxypropyl)thiophene-3-carboxylate (3.71 g) synthesized above in trifluoroacetic acid (35 mL) was added triethylsilane (6.61 mL), and the mixture was stirred at room temperature for 2 hr and concentrated under reduced pressure. The residue was purified by silica gel column chromatography (hexane alone) to give the title compound (2.28 g, 65%) as a colorless oil. As a reaction SMILES: [CH3:1][C:2]1[N:3]=[CH:4][C:5]([N:8]2[CH2:13][CH2:12][CH:11]([O:14][C:15]3[S:16][C:17]4[CH:23]=[C:22]([C:24]5[CH2:25][CH2:26][NH:27][CH2:28][CH:29]=5)[CH:21]=[CH:20][C:18]=4[N:19]=3)[CH2:10][CH2:9]2)=[N:6][CH:7]=1.Cl[S:31]([CH2:34][CH2:35][C:36]([O:38][CH3:39])=[O:37])(=[O:33])=[O:32]>>[CH3:1][C:2]1[N:3]=[CH:4][C:5]([N:8]2[CH2:13][CH2:12][CH:11]([O:14][C:15]3[S:16][C:17]4[CH:23]=[C:22]([C:24]5[CH2:25][CH2:26][N:27]([S:31]([CH2:34][CH2:35][C:36]([O:38][CH3:39])=[O:37])(=[O:33])=[O:32])[CH2:28][CH:29]=5)[CH:21]=[CH:20][C:18]=4[N:19]=3)[CH2:10][CH2:9]2)=[N:6][CH:7]=1. Reactants: CC=1N=CC(=NC1)N1CCC(CC1)OC=1SC2=C(N1)C=CC(=C2)C=2CCNCC2 (2-(1-(5-Methylpyrazin-2-yl)piperidin-4-yloxy)-6-(1,2,3,6-tetrahydropyridin-4-yl)benzo[d]thiazole), ClS(=O)(=O)CCC(=O)OC (methyl 3-(chlorosulfonyl)propanoate). Procedure: Compound 50D was prepared from Compound 50C and methyl 3-(chlorosulfonyl)propanoate in a similar manner to the procedure described for Compound Example 16. Yields the product CC=1N=CC(=NC1)N1CCC(CC1)OC=1SC2=C(N1)C=CC(=C2)C2=CCN(CC2)S(=O)(=O)CCC(=O)OC (Methyl 3-(4-(2-(1-(5-methylpyrazin-2-yl)piperidin-4-yloxy)benzo[d]thiazol-6-yl)-5,6-dihydropyridin-1(2H)-ylsulfonyl)propanoate). Starting materials: BrCC1=C(C=C(C#N)C=C1)F (4-(bromomethyl)-3-fluorobenzonitrile), P(OCC)(OCC)OCC (triethyl phosphite). Run at temperature 150 celsius. The product is C(#N)C1=CC(=C(CP(OCC)(OCC)=O)C=C1)F (Diethyl 4-cyano-2-fluorobenzylphosphonate). The yield is 103.8%. RXN SMILES: Br[CH2:2][C:3]1[CH:10]=[CH:9][C:6]([C:7]#[N:8])=[CH:5][C:4]=1[F:11].[P:12]([O:19]CC)([O:16][CH2:17][CH3:18])[O:13][CH2:14][CH3:15]>>[C:7]([C:6]1[CH:9]=[CH:10][C:3]([CH2:2][P:12](=[O:19])([O:16][CH2:17][CH3:18])[O:13][CH2:14][CH3:15])=[C:4]([F:11])[CH:5]=1)#[N:8]. Procedure details: A mixture of 1.5 g (7.0 mmol) of 4-(bromomethyl)-3-fluorobenzonitrile [ref. J.Med.Chem., 40, 2064 (1997)] and 1.4 g (8.4 mmol) of triethyl phosphite was heated at 150° C. for 2 hours. At the end of this time, the reaction mixture was concentrated under reduced pressure. Volatile materials in the residue thus obtained were removed by heating said residue at 100° C. in vacuo for 1 hour to afford 1.97 g (quantitative yield) of the title compound as an oil which solidified in the freezer. This oily ... The reactants are C[O-].[Na+] (sodium methoxide), [OH-].[Na+] (sodium hydroxide), BrC1=CC=CC=C1 (bromobenzene), C(CC(=O)OC)(=O)OC (dimethyl malonate), FC(C=1C=C(C=C(C1)C(F)(F)F)Br)(F)F (3,5-bis-(trifluoromethyl)-bromobenzene), ester. Reagents/catalysts: [Cu]Br (copper(I) bromide), [Cu]I (copper(I) iodide), [Cu]Br (copper(I) bromide), [Cu]I (copper(I) iodide). Solvent: COCCOC (ethylene glycol dimethyl ether), O (water). Reaction conditions: temperature 69 celsius, time 110 minute. Yields the product FC(C=1C=C(C=C(C1)C(F)(F)F)CC(=O)O)(F)F ([3,5 -Bis-(trifluoromethyl)-phenyl]-acetic Acid). The yield is 89.0%. Reaction SMILES: C[O-].[Na+].[C:4](OC)(=O)[CH2:5][C:6]([O:8]C)=[O:7].[F:13][C:14]([F:27])([F:26])[C:15]1[CH:16]=C(Br)[CH:18]=[C:19]([C:21]([F:24])([F:23])[F:22])[CH:20]=1.BrC1C=CC=CC=1.[OH-].[Na+]>[Cu]Br.[Cu]I.O.COCCOC>[F:13][C:14]([F:26])([F:27])[C:15]1[CH:16]=[C:4]([CH2:5][C:6]([OH:8])=[O:7])[CH:18]=[C:19]([C:21]([F:22])([F:23])[F:24])[CH:20]=1 |f:0.1,5.6|. Procedure: 550 ml of ethylene glycol dimethyl ether were initially charged and, under nitrogen, 91 g of sodium methoxide (solid) were introduced, giving, without any change in temperature, a white suspension which was readily stirrable. The mixture was heated to 69° C. and 237.6 g of dimethyl malonate were added dropwise over a period of 30 minutes, during which the mixture began to boil under reflux (internal temperature 74° C.) and a stirrable white slurry was formed. After cooling to 54° C., 35.2 g of c...